From a dataset of the Open Reaction Database (ORD), a public repository of structured organic reaction records. describe an organic reaction: reactants, conditions, products, and yield Reactants: ClC1=C(C=CC=C1)SC=1C=C(C=NC1NC=1SC=C(N1)C)SCCC(=O)OC (methyl 3-(5-(2-chlorophenylthio)-6-(4-methylthiazol-2-ylamino)pyridin-3-ylthio)propanoate), BrC(C)C1=NC=CC=C1 (2-(1-bromoethyl)pyridine). Yields the product Cl.Cl.ClC1=C(C=CC=C1)SC=1C(=NC=C(C1)SC(C)C1=NC=CC=C1)NC=1SC=C(N1)C (N-(3-(2-chlorophenylthio)-5-(1-(pyridin-2-yl)ethylthio)pyridin-2-yl)-4-methylthiazol-2-amine dihydrochloride). As a reaction SMILES: [Cl:1][C:2]1[CH:7]=[CH:6][CH:5]=[CH:4][C:3]=1[S:8][C:9]1[CH:10]=[C:11]([S:22]CCC(OC)=O)[CH:12]=[N:13][C:14]=1[NH:15][C:16]1[S:17][CH:18]=[C:19]([CH3:21])[N:20]=1.Br[CH:30]([C:32]1[CH:37]=[CH:36][CH:35]=[CH:34][N:33]=1)[CH3:31]>>[ClH:1].[ClH:1].[Cl:1][C:2]1[CH:7]=[CH:6][CH:5]=[CH:4][C:3]=1[S:8][C:9]1[C:14]([NH:15][C:16]2[S:17][CH:18]=[C:19]([CH3:21])[N:20]=2)=[N:13][CH:12]=[C:11]([S:22][CH:30]([C:32]2[CH:37]=[CH:36][CH:35]=[CH:34][N:33]=2)[CH3:31])[CH:10]=1 |f:2.3.4|. Procedure: Prepared according to the method of Example 16 from methyl 3-(5-(2-chlorophenylthio)-6-(4-methylthiazol-2-ylamino)pyridin-3-ylthio)propanoate (prepared according to Example 49), and 2-(1-bromoethyl)pyridine. 1H NMR (d6-DMSO) δ 8.54 (d, 1H), 8.19 (bs, 1H), 7.97 (m, 1H), 7.61 (dd, 1H), 7.50 (m, 2H), 7.37 (m, 2H), 7.04 (bs, 2H), 6.52 (s, 1H), 4.56 (q, 1H), 2.18 (s, 3H), 1.59 (d, 3H); Mass spectrum (esi) m/z=471.2 (M+H-2HCl). Reactants: CC=1SCCN1 (2-methyl-2-thiazoline), C(CCC)[Li] (n-butyl lithium), Cl (hydrochloric acid), BrCCCCCCCBr (1,7-dibromoheptane). Solvent: O1CCCC1 (tetrahydrofuran), hexanes, O (water). Conditions: temperature -70 celsius, time 2 hour. Product: BrCCCCCCCCC=1SCCN1 (1-bromo-8-(2-thiazolinyl)octane). Isolated yield 38.2%. As a reaction SMILES: [CH3:1][C:2]1[S:3][CH2:4][CH2:5][N:6]=1.C([Li])CCC.[Br:12][CH2:13][CH2:14][CH2:15][CH2:16][CH2:17][CH2:18][CH2:19]Br.Cl>O1CCCC1.O>[Br:12][CH2:13][CH2:14][CH2:15][CH2:16][CH2:17][CH2:18][CH2:19][CH2:1][C:2]1[S:3][CH2:4][CH2:5][N:6]=1. Procedure: To a solution of 2-methyl-2-thiazoline (1.01 g) in dry tetrahydrofuran at −70° C. was added a solution of n-butyl lithium in hexanes (2.5M, 4.0 ml) dropwise over 10 min. After stirring at −70° C. for 2 h, 1,7-dibromoheptane (12.9 g) was added in one portion (temperature increased to −45° C.). The mixture was cooled again to −70° C. for 1 h and then allowed to warm to room temperature over 1 h. The mixture was cooled to 0° C. and water (10 ml) added, followed by dilute hydrochloric acid (to pH 2)... The reactants are C1(=CC=CC=C1)P(C1=CC=CC=C1)C1=CC=CC=C1 (triphenylphosphine), C(C=C)Cl (allyl chloride), Cl[SiH2]Cl (dichlorosilane). Yields the product C(C=C)[SiH](Cl)Cl (allyldichlorosilane), C(C=C)[Si](Cl)(Cl)Cl (allyltrichlorosilane). Isolated yield 20.0%. Reaction SMILES: [C:1]1(P(C2C=CC=CC=2)C2C=CC=CC=2)[CH:6]=CC=C[CH:2]=1.C([Cl:23])C=C.[Cl:24][SiH2:25][Cl:26]>>[CH2:2]([SiH:25]([Cl:26])[Cl:24])[CH:1]=[CH2:6].[CH2:2]([Si:25]([Cl:23])([Cl:26])[Cl:24])[CH:1]=[CH2:6]. Reported procedure: In the same apparatus and procedure as Example 1 above, 0.80 g (3.1 mmol) of triphenylphosphine, 1.25 ml (15.3 mmol) of allyl chloride, and 3.1 g (31 mmol) of dichlorosilane were reacted 150° C. for 1.5 hrs. The resulting mixture was distilled to give 1.00 g of allyldichlorosilane (yield; 13%) and allyltrichlorosilane (yield; 20%). Starting materials: COC(C(CC1CCCC1)C1=CC(=C(C=C1)S(=O)(=O)C)[N+](=O)[O-])=O (3-cyclopentyl-2-(4-methanesulfonyl-3-nitrophenyl)-propionic acid methyl ester), [OH-].[Li+] (lithium hydroxide). The solvent is O1CCCC1 (tetrahydrofuran). Run at temperature 25 celsius, time 3 hour. Product: hexanes ethyl acetate, C1(CCCC1)CC(C(=O)O)C1=CC(=C(C=C1)S(=O)(=O)C)[N+](=O)[O-] (3-cyclopentyl-2-(4-methanesulfonyl-3-nitrophenyl)-propionic acid). The yield is 87.2%. As a reaction SMILES: C[O:2][C:3](=[O:24])[CH:4]([C:11]1[CH:16]=[CH:15][C:14]([S:17]([CH3:20])(=[O:19])=[O:18])=[C:13]([N+:21]([O-:23])=[O:22])[CH:12]=1)[CH2:5][CH:6]1[CH2:10][CH2:9][CH2:8][CH2:7]1.[OH-].[Li+]>O1CCCC1>[CH:6]1([CH2:5][CH:4]([C:11]2[CH:16]=[CH:15][C:14]([S:17]([CH3:20])(=[O:19])=[O:18])=[C:13]([N+:21]([O-:23])=[O:22])[CH:12]=2)[C:3]([OH:24])=[O:2])[CH2:10][CH2:9][CH2:8][CH2:7]1 |f:1.2|. Procedure: A solution of 3-cyclopentyl-2-(4-methanesulfonyl-3-nitrophenyl)-propionic acid methyl ester (865 mg, 2.43 mmol) in tetrahydrofuran (6 mL) was treated with a 0.8 M aqueous lithium hydroxide solution (4.6 mL, 3.65 mmol). The reaction mixture was stirred at 25° C. for 3 h. The reaction mixture was concentrated in vacuo to remove tetrahydrofuran. The resulting aqueous residue was diluted with water (25 mL) and then treated with a 1 N aqueous hydrochloric acid solution (10 mL). The resulting aqueous ... Starting materials: C1COCCN1, C1CCOC1, CC1(C)CC2CC(C)(CN2C(=O)c2ccc(N3CCC(C(=O)O)C3)cc2)C1, CCN=C=NCCCN(C)C, CCN(C(C)C)C(C)C, On1nnc2ccccc21. Yields the product CC1(C)CC2CC(C)(CN2C(=O)c2ccc(N3CCC(C(=O)N4CCOCC4)C3)cc2)C1. RXN SMILES: [CH2:58]1[CH2:59][O:60][CH2:61][CH2:62][NH:63]1.[CH2:64]1[O:65][CH2:66][CH2:67][CH2:68]1.[CH3:1][C:2]12[CH2:3][C:4]([CH3:26])([CH3:27])[CH2:5][CH:6]([N:7]([C:9](=[O:10])[c:11]3[cH:12][cH:13][c:14]([N:17]4[CH2:18][CH:19]([C:22](=[O:23])[OH:24])[CH2:20][CH2:21]4)[cH:15][cH:16]3)[CH2:8]1)[CH2:25]2.[CH3:38][CH2:39][N:40]=[C:41]=[N:42][CH2:43][CH2:44][CH2:45][N:46]([CH3:47])[CH3:48].[CH:49]([N:50]([CH2:51][CH3:52])[CH:53]([CH3:54])[CH3:55])([CH3:56])[CH3:57].[OH:28][n:29]1[c:30]2[c:31]([cH:32][cH:33][cH:34][cH:35]2)[n:36][n:37]1>>[CH3:1][C:2]12[CH2:3][C:4]([CH3:26])([CH3:27])[CH2:5][CH:6]([N:7]([C:9](=[O:10])[c:11]3[cH:12][cH:13][c:14]([N:17]4[CH2:18][CH:19]([C:22](=[O:23])[N:63]5[CH2:58][CH2:59][O:60][CH2:61][CH2:62]5)[CH2:20][CH2:21]4)[cH:15][cH:16]3)[CH2:8]1)[CH2:25]2. Reactants: C(C)OC(=O)C=NC=1C=C(C=CC1)NC1=NC=C(C(=N1)NC1=CC(=CC=C1)O)F (N2-(3-ethoxycarbonylmethyleneaminophenyl)-5-fluoro-N4-(3-hydroxyphenyl)-2,4-pyrimidinediamine), N-methyl-ethylen-1,2-diamine, FC=1C(=NC(=NC1)NC1=CC(=CC=C1)N=CC(=O)NCCNC)NC1=CC(=CC=C1)O (5-fluoro-N4-(3-hydroxyphenyl)-N2-[3-[(N-methylamino)ethylamino]carbonylmethyleneaminophenyl]-2,4-pyrimidinediamine). Product: FC=1C(=NC(=NC1)NC1=CC(=CC=C1)N=CC(=O)NCCO)NC1=CC(=CC=C1)O (5-Fluoro-N4-(3-hydroxyphenyl)-N2-[3-(N-2-hydroxyethylamino)carbonylmethyleneaminophenyl]-2,4-pyrimidinediamine). RXN SMILES: C([O:3]C(C=NC1C=C(NC2N=C(NC3C=CC=C(O)C=3)C(F)=CN=2)C=CC=1)=O)C.[F:30][C:31]1[C:32]([NH:53][C:54]2[CH:59]=[CH:58][CH:57]=[C:56]([OH:60])[CH:55]=2)=[N:33][C:34]([NH:37][C:38]2[CH:43]=[CH:42][CH:41]=[C:40]([N:44]=[CH:45][C:46]([NH:48][CH2:49][CH2:50]NC)=[O:47])[CH:39]=2)=[N:35][CH:36]=1>>[F:30][C:31]1[C:32]([NH:53][C:54]2[CH:59]=[CH:58][CH:57]=[C:56]([OH:60])[CH:55]=2)=[N:33][C:34]([NH:37][C:38]2[CH:43]=[CH:42][CH:41]=[C:40]([N:44]=[CH:45][C:46]([NH:48][CH2:49][CH2:50][OH:3])=[O:47])[CH:39]=2)=[N:35][CH:36]=1. Procedure: In like manner to the preparation of N4-(3,4-ethylenedioxyphenyl)-5-fluoro-N2-[3-(N-morpholinoethyleneamino)carbonylmethyleneaminophenyl]-2,4-pyrimidinediamine, N2-(3-ethoxycarbonylmethyleneaminophenyl)-5-fluoro-N4-(3-hydroxyphenyl)-2,4-pyrimidinediamine and N-methyl-ethylen-1,2-diamine were reacted to prepare 5-fluoro-N4-(3-hydroxyphenyl)-N2-[3-[(N-methylamino)ethylamino]carbonylmethyleneaminophenyl]-2,4-pyrimidinediamine. LCMS: ret. time: 12.31 min.; purity: 94.7%; MS (m/e): 426.01 (MH+).